From a dataset of the Open Reaction Database (ORD), a public repository of structured organic reaction records. describe an organic reaction: reactants, conditions, products, and yield The reactants are ClCCl, O=C(O)C(F)(F)F, CC(C)(C)OC(=O)NC1(c2ccc(-c3c(-c4ccccc4)nc4n3-c3cccnc3Nc3ccccc3-4)cc2)CC1. Product: NC1(c2ccc(-c3c(-c4ccccc4)nc4n3-c3cccnc3Nc3ccccc3-4)cc2)CC1. Reaction SMILES: [Cl:49][CH2:50][Cl:51].[OH:42][C:43]([C:44]([F:45])([F:46])[F:47])=[O:48].[c:1]1(-[c:7]2[n:8][c:9]3[n:10]([c:24]2-[c:25]2[cH:26][cH:27][c:28]([C:31]4([NH:34][C:35](=[O:36])[O:37][C:38]([CH3:39])([CH3:40])[CH3:41])[CH2:32][CH2:33]4)[cH:29][cH:30]2)-[c:11]2[c:12]([n:20][cH:21][cH:22][cH:23]2)[NH:13][c:14]2[c:15]-3[cH:16][cH:17][cH:18][cH:19]2)[cH:2][cH:3][cH:4][cH:5][cH:6]1>>[c:1]1(-[c:7]2[n:8][c:9]3[n:10]([c:24]2-[c:25]2[cH:26][cH:27][c:28]([C:31]4([NH2:34])[CH2:32][CH2:33]4)[cH:29][cH:30]2)-[c:11]2[c:12]([n:20][cH:21][cH:22][cH:23]2)[NH:13][c:14]2[c:15]-3[cH:16][cH:17][cH:18][cH:19]2)[cH:2][cH:3][cH:4][cH:5][cH:6]1. The reactants are C(C1=CC=CC=C1)OC(N[C@H]1[C@@H](CCCC1)CNC1CC2=CC=C(C=C2CC1)F)=O (benzyl((1R,2S)-2-{[((2RS)-6-fluoro-1,2,3,4-tetrahydronaphthalen-2-yl)amino]methyl}cyclohexyl)carbamate). The reagents and catalysts are [Pd] (palladium on charcoal). Solvent: CO (methanol). Reaction conditions: time 3.5 hour. Yields the product N[C@H]1[C@@H](CCCC1)CNC1CC2=CC=C(C=C2CC1)F (N-{[(1S,2R)-2-aminocyclohexyl]methyl}-(2RS)-6-fluoro-1,2,3,4-tetrahydronaphthalen-2-amine). Reaction SMILES: C(OC(=O)[NH:10][C@@H:11]1[CH2:16][CH2:15][CH2:14][CH2:13][C@H:12]1[CH2:17][NH:18][CH:19]1[CH2:28][CH2:27][C:26]2[C:21](=[CH:22][CH:23]=[C:24]([F:29])[CH:25]=2)[CH2:20]1)C1C=CC=CC=1>[Pd].CO>[NH2:10][C@@H:11]1[CH2:16][CH2:15][CH2:14][CH2:13][C@H:12]1[CH2:17][NH:18][CH:19]1[CH2:28][CH2:27][C:26]2[C:21](=[CH:22][CH:23]=[C:24]([F:29])[CH:25]=2)[CH2:20]1. Procedure details: A mixture of benzyl((1R,2S)-2-{[((2RS)-6-fluoro-1,2,3,4-tetrahydronaphthalen-2-yl)amino]methyl}cyclohexyl)carbamate (280 mg, 0.68 mmol) and 10% palladium on charcoal (56 mg) in methanol (20 mL) was shaken under an atmosphere of hydrogen (55 psig) for 3.5 hours. The mixture was filtered, the solid was washed with methanol, and the filtrates were concentrated. The residual oil (120 mg, 64%) was used without further purification. The reactants are CC1(C=2C=CC(=CC2C(CC1)(C)C)C=O)C (5,6,7,8-tetrahydro-5,5,8, 8-tetramethyl-2-naphthaldehyde), C(OCC)([O-])[O-] (ethyl orthoformate), C1(=CC=C(C=C1)S(=O)(=O)O)C (4-toluenesulfonic acid), C([O-])([O-])=O.[Na+].[Na+] (sodium carbonate), diethyl acetal, P(OCC)(OCC)OCC (triethyl phosphite), [B] (boron). Run in O (water), C(C)O (ethanol), C(Cl)Cl (methylene chloride). Run at time 15 minute. Product: C(C)OC(C1=CC=2C(CCC(C2C=C1)(C)C)(C)C)P(OCC)(OCC)=O (diethyl 1-ethoxy-l-(5,6,7,8-tetrahydro-5,5,8, 8-tetramethyl-2-naphthyl)methylphosphonate). Reaction SMILES: [CH3:1][C:2]1([CH3:16])[CH2:11][CH2:10][C:9]([CH3:13])([CH3:12])[C:8]2[CH:7]=[C:6]([CH:14]=[O:15])[CH:5]=[CH:4][C:3]1=2.C([O-])([O-])O[CH2:19][CH3:20].C1(C)C=CC(S(O)(=O)=O)=CC=1.C(=O)([O-])[O-].[Na+].[Na+].[P:40]([O:47]CC)([O:44][CH2:45][CH3:46])[O:41][CH2:42][CH3:43].[B]>C(O)C.C(Cl)Cl.O>[CH2:19]([O:15][CH:14]([P:40](=[O:47])([O:44][CH2:45][CH3:46])[O:41][CH2:42][CH3:43])[C:6]1[CH:5]=[CH:4][C:3]2[C:2]([CH3:16])([CH3:1])[CH2:11][CH2:10][C:9]([CH3:12])([CH3:13])[C:8]=2[CH:7]=1)[CH3:20] |f:3.4.5|. Procedure: 65.4 g (0.3 mol) of 5,6,7,8-tetrahydro-5,5,8, 8-tetramethyl-2-naphthaldehyde, 56 g (0.38 mol) of ethyl orthoformate and 0.3 g of 4-toluenesulfonic acid in 75 ml of absolute ethanol were stirred at room temperature for 16 h. Then 7.6 g of anhydrous sodium carbonate were added, the mixture was stirred for about 15 min, the solids were filtered off, and the filtrate was concentrated. 92 g of diethyl acetal remained. 73.5 g (0.25 mol) of this diethyl acetal and 42.2 g (0.25 mol) of triethyl phosphit... Reactants: C1CCOC1, Cc1cccc(C(=O)NC(C)(C(N)=S)C(C)C)c1, [Na+], [OH-]. Yields the product Cc1cccc(C2=NC(C)(C(C)C)C(=S)N2)c1. As a reaction SMILES: [CH2:19]1[O:20][CH2:21][CH2:22][CH2:23]1.[CH3:1][C:2]([CH:3]([CH3:4])[CH3:5])([C:6]([NH2:7])=[S:8])[NH:9][C:10](=[O:11])[c:12]1[cH:13][c:14]([CH3:18])[cH:15][cH:16][cH:17]1.[Na+:25].[OH-:24]>>[CH3:1][C:2]1([CH:3]([CH3:4])[CH3:5])[C:6](=[S:8])[NH:7][C:10]([c:12]2[cH:13][c:14]([CH3:18])[cH:15][cH:16][cH:17]2)=[N:9]1. Isolated yield 62.0%. Product: FC=1C=C(C=C(C1)F)C1=C(C(C2=CC(=CC=C12)OCCN1CCN(CC1)S(=O)(=O)C)=O)C=1C=NC2=CC=CC=C2C1 (3-(3,5-Difluorophenyl)-6-{2-[4-(methylsulfonyl)piperazin-1-yl]ethoxy}-2-(quinolin-3-yl)-1H-inden-1-one). Procedure details: The procedure of Step 7 of Example 1 was repeated except for using 2-bromo-3-(3,5-difluorophenyl)-6-{2-[4-(methylsulfonyl)piperazin-1-yl]ethoxy}-1H-inden-1-one obtained in Step 1 as a starting material instead of 6-(2-morpholinoethoxy)-2-bromo-3-phenyl-1H-inden-1-one, 3-quinolinylboronic acid instead of 3-pyridinylboronic acid, and being purified by silica gel column chromatography (EtOAc/CH2Cl2=1:1) to obtain the title compound (62%). RXN SMILES: Br[C:2]1[C:3](=[O:32])[C:4]2[C:9]([C:10]=1[C:11]1[CH:16]=[C:15]([F:17])[CH:14]=[C:13]([F:18])[CH:12]=1)=[CH:8][CH:7]=[C:6]([O:19][CH2:20][CH2:21][N:22]1[CH2:27][CH2:26][N:25]([S:28]([CH3:31])(=[O:30])=[O:29])[CH2:24][CH2:23]1)[CH:5]=2.O1CCN(CCOC2C=C3C(C(C4C=CC=CC=4)=C(Br)C3=O)=CC=2)CC1.[N:59]1[C:68]2[C:63](=[CH:64][CH:65]=[CH:66][CH:67]=2)[CH:62]=[C:61](B(O)O)[CH:60]=1>>[F:18][C:13]1[CH:12]=[C:11]([C:10]2[C:9]3[C:4](=[CH:5][C:6]([O:19][CH2:20][CH2:21][N:22]4[CH2:23][CH2:24][N:25]([S:28]([CH3:31])(=[O:30])=[O:29])[CH2:26][CH2:27]4)=[CH:7][CH:8]=3)[C:3](=[O:32])[C:2]=2[C:61]2[CH:60]=[N:59][C:68]3[C:63]([CH:62]=2)=[CH:64][CH:65]=[CH:66][CH:67]=3)[CH:16]=[C:15]([F:17])[CH:14]=1. The reactants are BrC=1C(C2=CC(=CC=C2C1C1=CC(=CC(=C1)F)F)OCCN1CCN(CC1)S(=O)(=O)C)=O (2-Bromo-3-(3,5-difluorophenyl)-6-{2-[4-(methylsulfonyl)piperazin-1-yl]ethoxy}-1H-inden-1-one), O1CCN(CC1)CCOC1=CC=C2C(=C(C(C2=C1)=O)Br)C1=CC=CC=C1 (6-(2-morpholinoethoxy)-2-bromo-3-phenyl-1H-inden-1-one), N1=CC(=CC2=CC=CC=C12)B(O)O (3-quinolinylboronic acid). The reactants are CC1=CCC(C1(C)C)CC=O (campholenic aldehyde), C(CC)=O (propionaldehyde), [OH-].[Na+] (sodium hydroxide), CO (methanol). The solvent is O (water). Product: CC(C=O)=CCC1C(C(=CC1)C)(C)C (2-methyl-4-(2,2,3-trimethylcyclopent-3-en-1-yl)but-2-enal). RXN SMILES: [CH3:1][C:2]1[C:6]([CH3:8])([CH3:7])[CH:5]([CH2:9][CH:10]=O)[CH2:4][CH:3]=1.[CH:12](=[O:15])[CH2:13][CH3:14].[OH-].[Na+].CO>O>[CH3:14][C:13](=[CH:10][CH2:9][CH:5]1[CH2:4][CH:3]=[C:2]([CH3:1])[C:6]1([CH3:7])[CH3:8])[CH:12]=[O:15] |f:2.3|. Procedure details: A mixture of campholenic aldehyde (456 g, 3.0 mol) and freshly distilled propionaldehyde (348 g, 6.0 mol) was slowly added, over a 1.0 hour period, to a stirred refluxing solution of 18 ml of 40% aqueous sodium hydroxide and 800 ml methanol. The mixture was refluxed an additional two hours, cooled to room temperature and poured into 1,000 ml of water. The resultant solution was extracted three times with 300 ml of hexane. The hexane extracts were combined, washed first with 600 ml of water and t... Reactants: C1(=CC=CC=C1)C(CO)O ((±)-1-phenyl-1,2-ethanediol), C1(=CC=CC=C1)C (toluene), CC1OC(OC(O1)C)C (paraldehyde). Reagents/catalysts: C1(=CC=C(C=C1)S(=O)(=O)O)C (para-toluenesulfonic acid). Solvent: O (water). Run at temperature 20 celsius. Product: CC1OCC(O1)C1=CC=CC=C1 ((±)-2-methyl-4-phenyl-1,3-dioxolane). Yield: 85.3%. RXN SMILES: [C:1]1([CH:7]([OH:10])[CH2:8][OH:9])[CH:6]=[CH:5][CH:4]=[CH:3][CH:2]=1.[C:11]1(C)C=CC=C[CH:12]=1.CC1OC(C)OC(C)O1>C1(C)C=CC(S(O)(=O)=O)=CC=1.O>[CH3:11][CH:12]1[O:10][CH:7]([C:1]2[CH:6]=[CH:5][CH:4]=[CH:3][CH:2]=2)[CH2:8][O:9]1. Procedure: 100 g (0.63 mol) of (±)-1-phenyl-1,2-ethanediol (3) (87% pure according to GC) according to Example 1, 200 ml of toluene, 32 g (0.24 mol) of paraldehyde and 1 g of para-toluenesulfonic acid were charged to a 1 l stirrer, heated to boiling (110° C.) and stirred under reflux for a period of 4 h. A total of 10 ml of water were eliminated. After this time, the mixture was cooled to 20° C. and washed until neutral with sodium carbonate solution and water, and the solvent was distilled off under reduc... As a reaction SMILES: [CH2:1]1[O:12][CH:2]1[CH2:3][CH2:4][CH2:5][CH2:6][CH2:7][CH2:8][CH2:9][CH2:10][CH3:11].[CH2:13]([NH2:18])[CH2:14][CH2:15][CH2:16][NH2:17]>>[CH2:13]([NH:18][CH2:1][CH:2]([OH:12])[CH2:3][CH2:4][CH2:5][CH2:6][CH2:7][CH2:8][CH2:9][CH2:10][CH3:11])[CH2:14][CH2:15][CH2:16][NH:17][CH2:1][CH:2]([OH:12])[CH2:3][CH2:4][CH2:5][CH2:6][CH2:7][CH2:8][CH2:9][CH2:10][CH3:11]. Starting materials: C1C(CCCCCCCCC)O1 (1-undecene oxide), C(CCCN)N (1,4-butanediamine). Yields the product C(CCCNCC(CCCCCCCCC)O)NCC(CCCCCCCCC)O (N,N'-(1,4-butylene)-bis[2-hydroxyundecylamine]). Procedure details: Condensation of 1-undecene oxide and 1,4-butanediamine affords N,N'-(1,4-butylene)-bis[2-hydroxyundecylamine] (I: R = CH3 (CH2)8, R' = H, X = (CH2)4, Z = H).